Dataset: the Open Reaction Database (ORD), a public repository of structured organic reaction records. Task: describe an organic reaction: reactants, conditions, products, and yield Starting materials: COc1cccc2c(Cl)nc(Nc3cc(C)[nH]n3)cc12, OB(O)c1ccccc1. Product: COc1cccc2c(-c3ccccc3)nc(Nc3cc(C)[nH]n3)cc12. As a reaction SMILES: [Cl:1][c:2]1[n:3][c:4]([NH:14][c:15]2[n:16][nH:17][c:18]([CH3:20])[cH:19]2)[cH:5][c:6]2[c:7]([O:12][CH3:13])[cH:8][cH:9][cH:10][c:11]12.[OH:21][B:22]([OH:23])[c:24]1[cH:25][cH:26][cH:27][cH:28][cH:29]1>>[c:2]1(-[c:24]2[cH:25][cH:26][cH:27][cH:28][cH:29]2)[n:3][c:4]([NH:14][c:15]2[n:16][nH:17][c:18]([CH3:20])[cH:19]2)[cH:5][c:6]2[c:7]([O:12][CH3:13])[cH:8][cH:9][cH:10][c:11]12. Product: CCCCCc1ccc(NS(=O)(=O)C(C)(C)C)s1. RXN SMILES: [C:1]([CH3:2])([CH3:3])([CH3:4])[S:5](=[O:6])(=[O:7])[NH:8][c:9]1[s:10][cH:11][cH:12][cH:13]1.[CH2:25]1[O:26][CH2:27][CH2:28][CH2:29]1.[CH3:14][CH2:15][CH2:16][CH2:17][Li:18].[I:19][CH2:20][CH2:21][CH2:22][CH2:23][CH3:24]>>[C:1]([CH3:2])([CH3:3])([CH3:4])[S:5](=[O:6])(=[O:7])[NH:8][c:9]1[s:10][c:11]([CH2:20][CH2:21][CH2:22][CH2:23][CH3:24])[cH:12][cH:13]1. The reactants are CC(C)(C)S(=O)(=O)Nc1cccs1, C1CCOC1, [Li]CCCC, CCCCCI. The reactants are solution, Cl (HCl), COC1=C(C(=O)NC(C(C)(N2CCCC2)C)C2=CC=CC=C2)C(=CC(=C1)C(F)(F)F)C(F)(F)F (2-(Methyloxy)-N-[2-methyl-1-phenyl-2-(1-pyrrolidinyl)propyl]-4,6-bis(trifluoromethyl)benzamide). The solvent is C(C)OCC (ethyl ether), C(C)OCC (ethyl ether). Run at temperature 0 celsius. The product is Cl.COC1=C(C(=O)NC(C(C)(N2CCCC2)C)C2=CC=CC=C2)C(=CC(=C1)C(F)(F)F)C(F)(F)F (2-(Methyloxy)-N-[2-methyl-1-phenyl-2-(1-pyrrolidinyl)propyl]-4,6-bis(trifluoromethyl)benzamide hydrochloride). As a reaction SMILES: [CH3:1][O:2][C:3]1[CH:26]=[C:25]([C:27]([F:30])([F:29])[F:28])[CH:24]=[C:23]([C:31]([F:34])([F:33])[F:32])[C:4]=1[C:5]([NH:7][CH:8]([C:17]1[CH:22]=[CH:21][CH:20]=[CH:19][CH:18]=1)[C:9]([CH3:16])([N:11]1[CH2:15][CH2:14][CH2:13][CH2:12]1)[CH3:10])=[O:6].[ClH:35]>C(OCC)C>[ClH:35].[CH3:1][O:2][C:3]1[CH:26]=[C:25]([C:27]([F:28])([F:29])[F:30])[CH:24]=[C:23]([C:31]([F:33])([F:34])[F:32])[C:4]=1[C:5]([NH:7][CH:8]([C:17]1[CH:22]=[CH:21][CH:20]=[CH:19][CH:18]=1)[C:9]([CH3:16])([N:11]1[CH2:15][CH2:14][CH2:13][CH2:12]1)[CH3:10])=[O:6] |f:3.4|. Reported procedure: 2-(Methyloxy)-N-[2-methyl-1-phenyl-2-(1-pyrrolidinyl)propyl]-4,6-bis(trifluoromethyl)benzamide E15 from step 4 (10 g; 20.47 mmol) was dissolved in dry ethyl ether (200 mL), cooled to 0° C. and treated with 1M solution of HCl in ethyl ether (21.5 mL; 21.49 mmol). After 0.5 h the solid was collected by filtration, washed with diethyl ether and dried at 45° C. overnight to get the title material (9.1 g) as a pale yellow solid. As a reaction SMILES: [Cl:1][C:2]1[CH:3]=[C:4]([CH:8]=[CH:9][CH:10]=1)[CH2:5][C:6]#[N:7].[CH3:11][C:12]([CH3:25])([CH2:19][C:20](OCC)=[O:21])[CH2:13][C:14]([O:16][CH2:17][CH3:18])=[O:15].[Na]>C(O)C>[Cl:1][C:2]1[CH:3]=[C:4]([CH:5]([C:6]#[N:7])[C:20](=[O:21])[CH2:19][C:12]([CH3:25])([CH3:11])[CH2:13][C:14]([O:16][CH2:17][CH3:18])=[O:15])[CH:8]=[CH:9][CH:10]=1 |^1:25|. Run in C(C)O (ethanol). Isolated yield 67.9%. The reactants are ClC=1C=C(CC#N)C=CC1 (3-chlorobenzyl cyanide), CC(CC(=O)OCC)(CC(=O)OCC)C (diethyl 3,3-dimethylglutarate), [Na] (sodium). The product is ClC=1C=C(C=CC1)C(C(CC(CC(=O)OCC)(C)C)=O)C#N (ethyl 6-(3'chlorophenyl)-6-cyano-5-keto-3,3-dimethylhexanoate). Procedure: Starting with 75.0 g (0.495 mol) of 3-chlorobenzyl cyanide, 160.58 g (0.743 mol) of diethyl 3,3-dimethylglutarate, 14.80 g (0.643 mol) of sodium, and 260 ml of dry ethanol a total of 108.08 g (71% yield) of the desired product was obtained using the procedure described in Example I, Part A. Reactants: O=C([O-])[O-], CC(=O)[O-], CC(=O)[O-], Cc1ccccc1, [Cs+], [Cs+], Ic1ccc2c(c1)OCCO2, CC(C)(C)OC(=O)c1ccc(-c2ccccc2)cc1N, [Pd+2]. The product is CC(C)(C)OC(=O)c1ccc(-c2ccccc2)cc1Nc1ccc2c(c1)OCCO2. Reaction SMILES: [C:21](=[O:22])([O-:23])[O-:24].[C:38]([O-:39])(=[O:40])[CH3:41].[C:43]([O-:44])(=[O:45])[CH3:46].[CH3:47][c:48]1[cH:49][cH:50][cH:51][cH:52][cH:53]1.[Cs+:25].[Cs+:26].[I:27][c:28]1[cH:29][c:30]2[c:31]([cH:36][cH:37]1)[O:32][CH2:33][CH2:34][O:35]2.[NH2:1][c:2]1[c:3]([C:4](=[O:5])[O:6][C:7]([CH3:8])([CH3:9])[CH3:10])[cH:11][cH:12][c:13](-[c:15]2[cH:16][cH:17][cH:18][cH:19][cH:20]2)[cH:14]1.[Pd+2:42]>>[NH:1]([c:2]1[c:3]([C:4](=[O:5])[O:6][C:7]([CH3:8])([CH3:9])[CH3:10])[cH:11][cH:12][c:13](-[c:15]2[cH:16][cH:17][cH:18][cH:19][cH:20]2)[cH:14]1)[c:28]1[cH:29][c:30]2[c:31]([cH:36][cH:37]1)[O:32][CH2:33][CH2:34][O:35]2. Starting materials: ClC1=CC(=NC2=CC=C(C=C12)C#C)N1CCS(C2=C(C1)C=CC=C2)(=O)=O (4-(4-chloro-6-ethynylquinolin-2-yl)-2,3,4,5-tetrahydro-1,4-benzothiazepine 1,1-dioxide), C(CCN)N (propane-1,3-diamine). Product: O=S1(CCN(CC2=C1C=CC=C2)C2=NC1=CC=C(C=C1C(=C2)NCCCN)C#C)=O (N-[2-(1,1-Dioxido-2,3-dihydro-1,4-benzothiazepin-4(5H)-yl)-6-ethynylquinolin-4-yl]propane-1,3-diamine). As a reaction SMILES: Cl[C:2]1[C:11]2[C:6](=[CH:7][CH:8]=[C:9]([C:12]#[CH:13])[CH:10]=2)[N:5]=[C:4]([N:14]2[CH2:20][C:19]3[CH:21]=[CH:22][CH:23]=[CH:24][C:18]=3[S:17](=[O:26])(=[O:25])[CH2:16][CH2:15]2)[CH:3]=1.[CH2:27]([NH2:31])[CH2:28][CH2:29][NH2:30]>>[O:25]=[S:17]1(=[O:26])[C:18]2[CH:24]=[CH:23][CH:22]=[CH:21][C:19]=2[CH2:20][N:14]([C:4]2[CH:3]=[C:2]([NH:30][CH2:29][CH2:28][CH2:27][NH2:31])[C:11]3[C:6](=[CH:7][CH:8]=[C:9]([C:12]#[CH:13])[CH:10]=3)[N:5]=2)[CH2:15][CH2:16]1. Reported procedure: The title compound was prepared in analogy to Example 52 in Scheme 22 by using 4-(4-chloro-6-ethynylquinolin-2-yl)-2,3,4,5-tetrahydro-1,4-benzothiazepine 1,1-dioxide and propane-1,3-diamine. MS obsd. (ESI+) [(M+H)+] 421, 1H NMR (400 MHz, CD3OD) δ ppm 8.25 (s, 1 H), 8.01-7.99 (d, J=7.6 Hz, 1 H), 7.94-7.92 (d, J=7.2 Hz, 1 H), 7.87-7.85 (d, J=8.8 Hz, 1 H), 7.82-7.79 (m, 1 H), 7.65-7.61 (m, 1 H), 7.50-7.47 (m, 1 H), 7.32 (s, 1 H), 5.30 (s, 2 H), 3.65-3.60 (m, 6 H), 2.70 (s, 3 H), 2.14-2.11 (t, J=5.2... Yields the product BrC1=CC(=NC(=C1)OCC(C)C)C(C)(C)C (4-Bromo-2-tert-butyl-6-isobutoxypyridine). Conditions: time 1 hour. Run in CN(C)C=O (DMF). Reaction SMILES: [Br:1][C:2]1[CH:7]=[C:6]([C:8]([CH3:11])([CH3:10])[CH3:9])[NH:5][C:4](=[O:12])[CH:3]=1.[H-].[Na+].I[CH2:16][CH:17]([CH3:19])[CH3:18]>CN(C=O)C>[Br:1][C:2]1[CH:3]=[C:4]([O:12][CH2:16][CH:17]([CH3:19])[CH3:18])[N:5]=[C:6]([C:8]([CH3:9])([CH3:11])[CH3:10])[CH:7]=1 |f:1.2|. Yield: 80.7%. The reactants are BrC1=CC(NC(=C1)C(C)(C)C)=O (4-Bromo-6-tert-butylpyridine-2(1H)-one), [H-].[Na+] (NaH), ICC(C)C (1-iodo-2-methylpropane). Procedure: To a solution of compound 17b (1.0 g, 4.33 mmol) in dry DMF (10 mL) was added NaH (0.31 g, 13 mmol) under N2 and the mixture was stirred at rt for 1 h. Then 1-iodo-2-methylpropane (1.35 g, 7.3 mmol) was added and the resulting mixture was heated at 80° C. overnight. The mixture was quenched with water (5 mL) and extracted with EA twice. The combined organic layers were washed with brine (3×), concentrated and purified by CC (PE/EA=50/1) to give compound 17c (1.0 g, 91%) as an oil. Starting materials: COc1ccc2cc(C(C)C(=O)O)ccc2c1, Cc1ccc2cccc(N)c2n1. Reagents/catalysts: CCN=C=NCCCN(C)C.Cl (EDC-HCl), CCN(C(C)C)C(C)C (DIPEA), C1=CC=C2C(=C1)N=NN2O (HOBt). Run in CN(C)C=O (DMF), CN(C)C=O (DMF), CN(C)C=O (DMF), CN(C)C=O (DMF), CN(C)C=O (DMF), CN(C)C=O (DMF). Run at temperature 25 celsius, time 2 hour. Product: COc1ccc2cc(C(C)C(=O)Nc3cccc4ccc(C)nc34)ccc2c1. Yield: 22.1%. Reaction SMILES: Cc1ccc2cccc(N)c2n1.COc1ccc2cc(C(C)C(=O)O)ccc2c1.CCN=C=NCCCN(C)C.Cl.C1=CC=C2C(=C1)N=NN2O.CCN(C(C)C)C(C)C.CN(C)C=O>>COc1ccc2cc(C(C)C(=O)Nc3cccc4ccc(C)nc34)ccc2c1.